From a dataset of the Open Reaction Database (ORD), a public repository of structured organic reaction records. describe an organic reaction: reactants, conditions, products, and yield Starting materials: solution, P(=O)([O-])([O-])[O-].[K+].[K+].[K+] (potassium phosphate), FC1=C(C=CC(=C1)I)CN1C=C2C(C=3C=CC=CC13)=NN(C2=O)C2=C(C=CC=C2)F (5-[(2-fluoro-4-iodophenyl)methyl]-2-(2-fluorophenyl)-2,5-dihydro-3H-pyrazol[4,3-c]quinolin-3-one), N1N=CC=C1 (pyrazole), CN[C@H]1[C@@H](CCCC1)NC ((±)-trans-N,N′-bismethyl-1,2-cyclohexane diamine). Reagents/catalysts: [Cu]I (copper(I) iodide). Run in CS(=O)C (dimethylsulfoxide). Reaction conditions: time 1 hour. Yields the product FC1=C(C=CC=C1)N1N=C2C(=CN(C=3C=CC=CC23)CC2=C(C=C(C=C2)N2N=CC=C2)F)C1=O (2-(2-Fluorophenyl)-5-{[2-fluoro-4-(1H-pyrazol-1-yl)phenyl]methyl}-2,5-dihydro-3H-pyrazolo[4,3-c]quinolin-3-one). As a reaction SMILES: [F:1][C:2]1[CH:7]=[C:6](I)[CH:5]=[CH:4][C:3]=1[CH2:9][N:10]1[C:19]2[CH:18]=[CH:17][CH:16]=[CH:15][C:14]=2[C:13]2=[N:20][N:21]([C:24]3[CH:29]=[CH:28][CH:27]=[CH:26][C:25]=3[F:30])[C:22](=[O:23])[C:12]2=[CH:11]1.[NH:31]1[CH:35]=[CH:34][CH:33]=[N:32]1.CN[C@@H]1CCCC[C@H]1NC.P([O-])([O-])([O-])=O.[K+].[K+].[K+]>[Cu]I.CS(C)=O>[F:30][C:25]1[CH:26]=[CH:27][CH:28]=[CH:29][C:24]=1[N:21]1[C:22](=[O:23])[C:12]2=[CH:11][N:10]([CH2:9][C:3]3[CH:4]=[CH:5][C:6]([N:31]4[CH:35]=[CH:34][CH:33]=[N:32]4)=[CH:7][C:2]=3[F:1])[C:19]3[CH:18]=[CH:17][CH:16]=[CH:15][C:14]=3[C:13]2=[N:20]1 |f:3.4.5.6|. Procedure details: 5-[(2-Fluoro-4-iodophenyl)methyl]-2-(2-fluorophenyl)-2,5-dihydro-3H-pyrazol[4,3-c]quinolin-3-one [(Example 187, Step 2), 68 mg, 0.13 mmol], pyrazole (18 mg, 0.26 mmol, 2 equiv) and copper(I) iodide (10 mg, 0.053 mmol, 0.4 equiv) were combined in a sealed tube, to which was added dimethylsulfoxide (1 mL), (±)-trans-N,N′-bismethyl-1,2-cyclohexane diamine (15 mg, 0.11 mmol, 0.8 equiv) and an aqueous (0.2 ml) solution of potassium phosphate (84 mg, 0.40 mmol, 3 equiv). The vessel was flushed with ni...